From a dataset of the Open Reaction Database (ORD), a public repository of structured organic reaction records. describe an organic reaction: reactants, conditions, products, and yield Reactants: Brc1cccc(Br)n1, CC(C)(C)[O-], Cc1ccccc1, CCOC(C)=O, CC(N)c1cccc([N+](=O)[O-])c1, [Na+]. Product: CC(Nc1cccc(Br)n1)c1cccc([N+](=O)[O-])c1. Reaction SMILES: [Br:13][c:14]1[n:15][c:16]([Br:20])[cH:17][cH:18][cH:19]1.[CH3:21][C:22]([CH3:23])([O-:24])[CH3:25].[CH3:27][c:28]1[cH:29][cH:30][cH:31][cH:32][cH:33]1.[CH3:34][CH2:35][O:36][C:37](=[O:38])[CH3:39].[N+:1](=[O:2])([O-:3])[c:4]1[cH:5][c:6]([CH:10]([CH3:11])[NH2:12])[cH:7][cH:8][cH:9]1.[Na+:26]>>[N+:1](=[O:2])([O-:3])[c:4]1[cH:5][c:6]([CH:10]([CH3:11])[NH:12][c:16]2[n:15][c:14]([Br:13])[cH:19][cH:18][cH:17]2)[cH:7][cH:8][cH:9]1. Isolated yield 67.7%. RXN SMILES: [CH2:1]([Zn]CC)C.C([Si]([O:13][C:14]1[CH:19]=[CH:18][C:17]([C:20]([CH3:22])=[CH2:21])=[CH:16][CH:15]=1)(C)C)(C)(C)C.ICI.CCCC[N+](CCCC)(CCCC)CCCC.[F-]>ClC(Cl)C>[CH3:1][C:20]1([C:17]2[CH:16]=[CH:15][C:14]([OH:13])=[CH:19][CH:18]=2)[CH2:21][CH2:22]1 |f:3.4|. Procedure: Diethylzinc (1.0 M in hexanes, 69 mL, 69 mmol) was added to a solution of tert-butyl-(4-isopropenyl-phenoxy)-dimethyl-silane (6.85 g, 27.6 mmol) in dichloroethane at 0° C. Diiodomethane (11.2 mL, 138 mmol) was then added dropwise to the solution and the resultant mixture was stirred at 0° C. for 0.5 h and allowed to warm to rt for 2 h. The opaque mixture was quenched with saturated aqueous NH4Cl. The aqueous phase was extracted with CH2Cl2 and the combined organic layers were washed with saturat... Starting materials: resultant mixture, CCCC[N+](CCCC)(CCCC)CCCC.[F-] (TBAF), C(C)[Zn]CC (Diethylzinc), C(C)(C)(C)[Si](C)(C)OC1=CC=C(C=C1)C(=C)C (tert-butyl-(4-isopropenyl-phenoxy)-dimethyl-silane), ICI (Diiodomethane). Run in ClC(C)Cl (dichloroethane). Yields the product CC1(CC1)C1=CC=C(C=C1)O (4-(1-methyl-cyclopropyl)-phenol). Reaction conditions: time 2 hour.